describe an organic reaction: reactants, conditions, products, and yield From a dataset of the Open Reaction Database (ORD), a public repository of structured organic reaction records. The reactants are C1CCOC1, CN(C)c1ccncc1, CCN(C(C)C)C(C)C, CCOC(=O)Cl, Cc1nc(I)c[nH]1. Yields the product CCOC(=O)n1cc(I)nc1C. As a reaction SMILES: [CH2:23]1[O:24][CH2:25][CH2:26][CH2:27]1.[CH3:28][N:29]([c:30]1[cH:31][cH:32][n:33][cH:34][cH:35]1)[CH3:36].[CH:8]([N:9]([CH2:10][CH3:11])[CH:12]([CH3:13])[CH3:14])([CH3:15])[CH3:16].[Cl:17][C:18](=[O:19])[O:20][CH2:21][CH3:22].[I:1][c:2]1[n:3][c:4]([CH3:7])[nH:5][cH:6]1>>[I:1][c:2]1[n:3][c:4]([CH3:7])[n:5]([C:18](=[O:19])[O:20][CH2:21][CH3:22])[cH:6]1. Reactants: ClCCC=CC=1C=C2CCC(NC2=CC1)=O (6-(4-chloro-1-butenyl)-3,4-dihydrocarbostyril), ClC=1C(C(=C(C(C1Cl)=O)C#N)C#N)=O (DDQ), ClC=1C(C(=C(C(C1Cl)=O)C#N)C#N)=O (DDQ). Solvent: C(Cl)(Cl)Cl (chloroform), CO (methanol), O1CCOCC1 (dioxane). Product: ClCCC=CC=1C=C2C=CC(NC2=CC1)=O (6-(4-chloro-1-butenyl)carbostyril). RXN SMILES: [Cl:1][CH2:2][CH2:3][CH:4]=[CH:5][C:6]1[CH:7]=[C:8]2[C:13](=[CH:14][CH:15]=1)[NH:12][C:11](=[O:16])[CH2:10][CH2:9]2.ClC1C(=O)C(C#N)=C(C#N)C(=O)C=1Cl>O1CCOCC1.C(Cl)(Cl)Cl.CO>[Cl:1][CH2:2][CH2:3][CH:4]=[CH:5][C:6]1[CH:7]=[C:8]2[C:13](=[CH:14][CH:15]=1)[NH:12][C:11](=[O:16])[CH:10]=[CH:9]2. Procedure: 2.5 Grams of 6-(4-chloro-1-butenyl)-3,4-dihydrocarbostyril and 2.3 g of DDQ (2,3-dichloro-5,6-dicyanobenzoquinone) were mixed in 160 ml of dioxane and the mixture was refluxed by heating for 6 hours. Further, 1.1 of DDQ was added to the reaction mixture and the mixture was refluxed by heating for 3 hours. The reaction mixture was cooled and the precipitates thus formed were removed by filtration and the motor liquor was concentrated under a reduced pressure to obtain a residue. The residue was d... Reactants: CC(C)(C)NCCCOC1=C(C=CC=C1)C(=O)C1=C2C=CNC2=CC=C1 ([2-[3-[(1,1-dimethyl-ethyl)-amino]-propoxy]-phenyl]-(1H-indol-4-yl)-methanone), [BH4-].[Na+] (sodium borohydride), saturated solution, C([O-])([O-])=O.[Na+].[Na+] (sodium carbonate). Run in C(CCC)O (normal butanol). Yields the product CC(C)(C)NCCCOC1=C(C=CC=C1)C(O)C=1C=2C=CNC2C=CC1 (α-[2-[3-[(1,1-dimethyl ethyl)-amino]-propoxy]-phenyl]-1H-indole-4-methanol). Yield: 94.7%. Reaction SMILES: [CH3:1][C:2]([NH:5][CH2:6][CH2:7][CH2:8][O:9][C:10]1[CH:15]=[CH:14][CH:13]=[CH:12][C:11]=1[C:16]([C:18]1[CH:26]=[CH:25][CH:24]=[C:23]2[C:19]=1[CH:20]=[CH:21][NH:22]2)=[O:17])([CH3:4])[CH3:3].[BH4-].[Na+].C(=O)([O-])[O-].[Na+].[Na+]>C(O)CCC>[CH3:4][C:2]([NH:5][CH2:6][CH2:7][CH2:8][O:9][C:10]1[CH:15]=[CH:14][CH:13]=[CH:12][C:11]=1[CH:16]([C:18]1[C:19]2[CH:20]=[CH:21][NH:22][C:23]=2[CH:24]=[CH:25][CH:26]=1)[OH:17])([CH3:1])[CH3:3] |f:1.2,3.4.5|. Procedure details: A mixture of 5.25 g of the product of Step F of Example 3, 70 ml of normal butanol and 1.7 g of sodium borohydride was stirred at reflux for one hour and the mixture was cooled. 200 ml of a saturated solution of sodium carbonate were added and extraction was carried out with an ethyl acetate-tetrahydrofuran mixture. The extracts were evaporated to dryness under reduced pressure and after chromatography on silica (eluant: ethyl acetate-triethylamine (95-5)), 5.0 g of product melting at 205° C. we... Starting materials: N([C@@H](CC(OCC1=CC=CC=C1)=O)C(=O)N[C@@H](CCCNC(N[N+](=O)[O-])=N)C(=O)N[C@@H]([C@@H](C)CC)C(=O)NCC(=O)OC)C(=O)OC(C)(C)C (Boc-Asp(Bzl)-Arg(NO2)Ile-Gly-OCH3), Cl (HCl). The solvent is CCOC(=O)C (EtOAc). Product: N[C@@H](CC(OCC1=CC=CC=C1)=O)C(=O)N[C@@H](CCCNC(N[N+](=O)[O-])=N)C(=O)N[C@@H]([C@@H](C)CC)C(=O)NCC(=O)OC (H-Asp(Bzl)-Arg(NO2)-Ile-Gly-OCH3). Reaction SMILES: [NH:1](C(OC(C)(C)C)=O)[C@H:2]([C:14]([NH:16][C@H:17]([C:28]([NH:30][C@H:31]([C:36]([NH:38][CH2:39][C:40]([O:42][CH3:43])=[O:41])=[O:37])[C@H:32]([CH2:34][CH3:35])[CH3:33])=[O:29])[CH2:18][CH2:19][CH2:20][NH:21][C:22](=[NH:27])[NH:23][N+:24]([O-:26])=[O:25])=[O:15])[CH2:3][C:4](=[O:13])[O:5][CH2:6][C:7]1[CH:12]=[CH:11][CH:10]=[CH:9][CH:8]=1.Cl>CCOC(C)=O>[NH2:1][C@H:2]([C:14]([NH:16][C@H:17]([C:28]([NH:30][C@H:31]([C:36]([NH:38][CH2:39][C:40]([O:42][CH3:43])=[O:41])=[O:37])[C@H:32]([CH2:34][CH3:35])[CH3:33])=[O:29])[CH2:18][CH2:19][CH2:20][NH:21][C:22](=[NH:27])[NH:23][N+:24]([O-:26])=[O:25])=[O:15])[CH2:3][C:4](=[O:13])[O:5][CH2:6][C:7]1[CH:12]=[CH:11][CH:10]=[CH:9][CH:8]=1. Procedure details: A sample of the tetrapeptide (10) suspended in EtOAc is cooled to -40° under slow nitrogen flow, and is saturated with HCl gas, keeping the temperature from rising above -10°. Five min after saturation, the solution is purged with nitrogen for 60 min; addition of 80 mL of ether precipitates the title compound (11) as a white solid, which is collected by filtration, washed with ether, and dried in vacuo. The reactants are [H-].[H-].[H-].[H-].[Li+].[Al+3] (LiAlH4), Example 43, OC(CCNC(OC(C)(C)C)=O)C1=NC(=CC=C1)OCC(CCC)CCC (tert-butyl (3-hydroxy-3-(6-((2-propylpentyl)oxy)pyridin-2-yl)propyl)carbamate), N.CO.C(Cl)Cl (NH3 MeOH CH2Cl2). Product: CNCCC(O)C1=NC(=CC=C1)OCC(CCC)CCC (3-(methylamino)-1-(6-((2-propylpentyl)oxy)pyridin-2-yl)propan-1-ol). Reaction SMILES: [H-].[H-].[H-].[H-].[Li+].[Al+3].[OH:7][CH:8]([C:19]1[CH:24]=[CH:23][CH:22]=[C:21]([O:25][CH2:26][CH:27]([CH2:31][CH2:32][CH3:33])[CH2:28][CH2:29][CH3:30])[N:20]=1)[CH2:9][CH2:10][NH:11][C:12](=O)OC(C)(C)C.N.CO.C(Cl)Cl>>[CH3:12][NH:11][CH2:10][CH2:9][CH:8]([C:19]1[CH:24]=[CH:23][CH:22]=[C:21]([O:25][CH2:26][CH:27]([CH2:31][CH2:32][CH3:33])[CH2:28][CH2:29][CH3:30])[N:20]=1)[OH:7] |f:0.1.2.3.4.5,7.8.9|. Reported procedure: LiAlH4 reduction of tert-butyl (3-hydroxy-3-(6-((2-propylpentyl)oxy)pyridin-2-yl)propyl)carbamate following the method described in Example 1 gave after flash chromatography purification (30%-40% 7N NH3/MeOH—CH2Cl2 gradient) Example 43 as a colorless oil; Yield (0.04 g, 62%); 1H NMR (400 MHz, DMSO-d6) δ 7.63 (t, J=8.4 Hz, 1H), 7.03 (d, J=8.0 Hz, 1H), 6.62 (d, J=8.0 Hz, 1H), 4.69-4.66 (m, 1H), 4.18-4.16 (m, 2H), 2.76-2.72 (m, 2H), 2.40 (s, 3H), 2.10-1.68 (m, 3H), 1.46-1.26 (m, 8H), 0.96-0.88 (m, ... Starting materials: C1(=CC=CC=C1)CC(C)=O (phenylacetone), [BH4-].[Na+] (sodium borohydride), C(=C)OCCN (2-aminoethyl vinyl ether), C1=CC=CC=C1 (benzene). Run in O (water), O (water). The product is C(=C)OCCNC(CC1=CC=CC=C1)C (N-(2-vinyloxyethyl)-α-methyl-β-phenylethylamine). Yield: 64.0%. Reaction SMILES: [C:1]1([CH2:7][C:8](=O)[CH3:9])[CH:6]=[CH:5][CH:4]=[CH:3][CH:2]=1.[CH:11]([O:13][CH2:14][CH2:15][NH2:16])=[CH2:12].C1C=CC=CC=1.[BH4-].[Na+]>O>[CH:11]([O:13][CH2:14][CH2:15][NH:16][CH:8]([CH3:9])[CH2:7][C:1]1[CH:6]=[CH:5][CH:4]=[CH:3][CH:2]=1)=[CH2:12] |f:3.4|. Reported procedure: A solution of 40.2 g. (0.3 mole) of phenylacetone, 26.2 g. (0.3 mole) of 2-aminoethyl vinyl ether and 200 cc. of anhydrous benzene were heated under reflux under a DeanStart water separator until the theoretical amount of water was removed (ca. 4 hours). At the end of this time, the benzene was removed under vacuum and the resulting crude imine was taken up in 450 cc. of dry methanol. To this solution was added 22.6 g. (0.6 mole) of sodium borohydride in small portions over a period of 1/2 hour.... The reactants are Br.Br.C1(=CC=CC=C1)CN1[C@H]2CN[C@@H](C1)C2 ((1R,4R)-5-phenylmethyl-2,5-diazabicyclo[2.2.1] heptane dihydrobromide), C1(=CC=C(C=C1)S(=O)(=O)N1[C@H]2CN([C@@H](C1)C2)CC2=CC=CC=C2)C ((1R,4R)-2-(4-toluenesulfonyl)-5-phenylmethyl-2,5-diazabicyclo[2.2.1]heptane), Br (HBr). The solvent is CC(=O)O (AcOH). Conditions: temperature 70 celsius. The product is Br.Br.[C@H]12NC[C@H](NC1)C2 ((1R,4R)-2,5-diazabicyclo[ 2.2.1]heptane dihydrobromide). Isolated yield 92.0%. Reaction SMILES: [BrH:1].Br.C1(C[N:10]2[CH2:15][C@H:14]3[CH2:16][C@@H:11]2[CH2:12][NH:13]3)C=CC=CC=1.C1(C)C=CC(S(N2C[C@H]3C[C@@H]2CN3CC2C=CC=CC=2)(=O)=O)=CC=1.Br>CC(O)=O>[BrH:1].[BrH:1].[C@@H:11]12[CH2:16][C@@H:14]([NH:13][CH2:12]1)[CH2:15][NH:10]2 |f:0.1.2,6.7.8|. Procedure: (1R,4R)-5-phenylmethyl-2,5-diazabicyclo[2.2.1] heptane dihydrobromide. A mixture of (1R,4R)-2-(4-toluenesulfonyl)-5-phenylmethyl-2,5-diazabicyclo[2.2.1]heptane (38.95 g, 0.11 mole) in AcOH (500 mL) containing HBr (30% wt) was heated at 70° C. for 18 h. The mixture was allowed to cool and the precipitate that formed was filtered and washed with acetone. The filtrate was concentrated to one-third of the original volume and the resulting solid was combined with the first precipitate to give the tit...